The task is: describe an organic reaction: reactants, conditions, products, and yield. This data is from the Open Reaction Database (ORD), a public repository of structured organic reaction records. The reactants are CC[SiH](CC)CC, CCOC(=O)c1cc(C(O)(CC)CC)sc1CC, O=C(O)C(F)(F)F. The product is CCOC(=O)c1cc(C(CC)CC)sc1CC. As a reaction SMILES: [CH2:19]([SiH:20]([CH2:21][CH3:22])[CH2:23][CH3:24])[CH3:25].[CH2:1]([CH3:2])[c:3]1[s:4][c:5]([C:13]([CH2:14][CH3:15])([OH:16])[CH2:17][CH3:18])[cH:6][c:7]1[C:8](=[O:9])[O:10][CH2:11][CH3:12].[OH:26][C:27]([C:28]([F:29])([F:30])[F:31])=[O:32]>>[CH2:1]([CH3:2])[c:3]1[s:4][c:5]([CH:13]([CH2:14][CH3:15])[CH2:17][CH3:18])[cH:6][c:7]1[C:8](=[O:9])[O:10][CH2:11][CH3:12]. Starting materials: C(C1=CC=CC=C1)N1C2=CC=CC=C2C=2C=CC=CC12 (9-benzylcarbazole), C(CCCCCCC)(=O)Cl (octanoyl chloride), S1C(=CC=C1)C(=O)Cl (2-thiophenecarbonyl chloride). Product: benzyl, C(CCCCCCC)(=O)C=1C=C2C=3C=C(C=CC3NC2=CC1)C=1SC=CC1 (6-octanoyl-3-(2-thienyl)-9H-carbazole). Reaction SMILES: [C:1](Cl)(=[O:9])[CH2:2][CH2:3][CH2:4][CH2:5][CH2:6][CH2:7][CH3:8].[S:11]1[CH:15]=[CH:14][CH:13]=[C:12]1[C:16](Cl)=O.C([N:26]1[C:38]2[CH:37]=[CH:36]C=[CH:34][C:33]=2[C:32]2[C:27]1=[CH:28][CH:29]=[CH:30][CH:31]=2)C1C=CC=CC=1>>[C:1]([C:30]1[CH:31]=[C:32]2[C:27](=[CH:28][CH:29]=1)[NH:26][C:38]1[CH:37]=[CH:36][C:16]([C:12]3[S:11][CH:15]=[CH:14][CH:13]=3)=[CH:34][C:33]2=1)(=[O:9])[CH2:2][CH2:3][CH2:4][CH2:5][CH2:6][CH2:7][CH3:8]. Reported procedure: The reaction as described in example 1b by using octanoyl chloride, 2-thiophenecarbonyl chloride, and 9-benzylcarbazole (which is obtained according to Bulletin of the Chemical Society of Japan (1981), 54(6), 1897-8) as starting materials; affords the product without the benzyl protection on the nitrogen atom, namely 6-octanoyl-3-(2-thienyl)-9H-carbazole. The structure is confirmed by the 1H-NMR spectrum (CDCl3). δ[ppm]: 0.88 (t, 3H), 1.22-1.44 (m, 8H), 1.82 (quint, 2H), 3.10 (t, 2H), 7.23 (t, 1... Run in O1CCOCC1 (1,4-dioxane). The yield is 8.0%. As a reaction SMILES: IC1C=C(C=CC=1)CN1CCCC1.[CH3:14][C:15]1[CH:20]=[CH:19][N:18]=[C:17]([NH:21][C:22]2[CH:27]=[CH:26][CH:25]=[C:24]([C:28]3[O:32][C:31]([C:33]4[CH:38]=[CH:37][CH:36]=[C:35]([CH2:39][N:40]5[CH2:45][CH2:44][O:43][CH2:42][CH2:41]5)[CH:34]=4)=[N:30][CH:29]=3)[N:23]=2)[CH:16]=1.[ClH:46].CC1C=CN=C(NC2C=CC=C(C3OC(C4C=CC=C(CN5CCCC5)C=4)=NC=3)N=2)C=1.CC1C=CN=C(NC2C=CC=C(C3OC=NC=3)N=2)C=1.[I:97][C:98]1[CH:99]=[C:100]([CH:108]=[CH:109][CH:110]=1)[CH2:101][N:102]1[CH2:107][CH2:106][O:105][CH2:104][CH2:103]1.O(C(C)(C)C)[Li]>C1C=CC([P]([Pd]([P](C2C=CC=CC=2)(C2C=CC=CC=2)C2C=CC=CC=2)([P](C2C=CC=CC=2)(C2C=CC=CC=2)C2C=CC=CC=2)[P](C2C=CC=CC=2)(C2C=CC=CC=2)C2C=CC=CC=2)(C2C=CC=CC=2)C2C=CC=CC=2)=CC=1.O1CCOCC1>[I:97][C:98]1[CH:99]=[C:100]([CH:108]=[CH:109][CH:110]=1)[CH2:101][N:102]1[CH2:103][CH2:104][O:105][CH2:106][CH2:107]1.[ClH:46].[ClH:46].[CH3:14][C:15]1[CH:20]=[CH:19][N:18]=[C:17]([NH:21][C:22]2[CH:27]=[CH:26][CH:25]=[C:24]([C:28]3[O:32][C:31]([C:33]4[CH:38]=[CH:37][CH:36]=[C:35]([CH2:39][N:40]5[CH2:45][CH2:44][O:43][CH2:42][CH2:41]5)[CH:34]=4)=[N:30][CH:29]=3)[N:23]=2)[CH:16]=1 |f:2.3,11.12,^1:120,122,141,160|. Product: IC=1C=C(CN2CCOCC2)C=CC1 (4-(3-Iodo-benzyl)-morpholine), Cl (HCl), Cl.CC1=CC(=NC=C1)NC1=NC(=CC=C1)C1=CN=C(O1)C1=CC(=CC=C1)CN1CCOCC1 ((4-methyl-pyridin-2-yl)-{6-[2-(3-morpholin-4-ylmethyl-phenyl)-oxazol-5-yl]-pyridin-2-yl}-amine hydrochloride). Reagents/catalysts: C=1C=CC(=CC1)[P](C=2C=CC=CC2)(C=3C=CC=CC3)[Pd]([P](C=4C=CC=CC4)(C=5C=CC=CC5)C=6C=CC=CC6)([P](C=7C=CC=CC7)(C=8C=CC=CC8)C=9C=CC=CC9)[P](C=1C=CC=CC1)(C=1C=CC=CC1)C=1C=CC=CC1 (Pd(PPh3)4). Reactants: O([Li])C(C)(C)C (LiOtBu), IC=1C=C(CN2CCOCC2)C=CC1 (4-(3-iodo-benzyl)-morpholine), CC1=CC(=NC=C1)NC1=NC(=CC=C1)C1=CN=C(O1)C1=CC(=CC=C1)CN1CCOCC1 ((4-Methyl-pyridin-2-yl)-{6-[2-(3-morpholin-4-ylmethyl-phenyl)-oxazol-5-yl]-pyridin-2-yl}-amine), Cl.CC1=CC(=NC=C1)NC1=NC(=CC=C1)C1=CN=C(O1)C1=CC(=CC=C1)CN1CCCC1 ((4-methyl-pyridin-2-yl)-{6-[2-(3-pyrrolidin-1-ylmethyl-phenyl)-oxazol-5-yl]-pyridin-2-yl}-amine hydrochloride), IC=1C=C(CN2CCCC2)C=CC1 (1-(3-iodo-benzyl)-pyrrolidine), CC1=CC(=NC=C1)NC1=NC(=CC=C1)C1=CN=CO1 ((4-methyl-pyridin-2-yl)-(6-oxazol-5-yl-pyridin-2-yl)-amine). Reported procedure: 4-(3-Iodo-benzyl)-morpholine was prepared as described for 1-(3-iodo-benzyl)-pyrrolidine above. (4-Methyl-pyridin-2-yl)-{6-[2-(3-morpholin-4-ylmethyl-phenyl)-oxazol-5-yl]-pyridin-2-yl}-amine was then prepared as for (4-methyl-pyridin-2-yl)-{6-[2-(3-pyrrolidin-1-ylmethyl-phenyl)-oxazol-5-yl]-pyridin-2-yl}-amine hydrochloride above using (4-methyl-pyridin-2-yl)-(6-oxazol-5-yl-pyridin-2-yl)-amine (Example 008), 4-(3-iodo-benzyl)-morpholine, Pd(PPh3)4, LiOtBu and anhydrous 1,4-dioxane then HCl (2M i... Starting materials: BrC1=C2CC(C(C2=C(C=C1)Br)=O)C (4,7-dibromo-2-methyl-1-indanone), [BH4-].[Na+] (NaBH4), Cl (HCl). The solvent is C1CCOC1.CO (THF methanol). Reaction conditions: time 8 hour. Yields the product BrC1=C2C=C(CC2=C(C=C1)Br)C (4,7-Dibromo-2-methyl-1H-indene). As a reaction SMILES: [Br:1][C:2]1[CH:10]=[CH:9][C:8]([Br:11])=[C:7]2[C:3]=1[CH2:4][CH:5]([CH3:13])[C:6]2=O.[BH4-].[Na+].Cl>C1COCC1.CO>[Br:1][C:2]1[CH:10]=[CH:9][C:8]([Br:11])=[C:7]2[C:3]=1[CH:4]=[C:5]([CH3:13])[CH2:6]2 |f:1.2,4.5|. Procedure: To a solution of 54.1 g (0.178 mol) of 4,7-dibromo-2-methyl-1-indanone in 240 ml of THF-methanol (2:1, vol.), 9.40 g (0.248 mmol) of NaBH4 was added in small portions for 2 hours at −5° C. (Caution: temperature must be lower 0° C.). The mixture was stirred overnight at ambient temperature. The resulting mixture was acidified with 10% HCl to pH=4. The organic layer was separated; the aqueous layer was extracted with 3×200 ml of methyl-tert-butyl ether. The combined organic fractions were dried ov... Starting materials: CC(C)C[Al+]CC(C)C, Cc1ccccc1, CCOCC, ClCCl, Cl, [H-], N#Cc1cc2c(cc1I)CCC2. Yields the product O=Cc1cc2c(cc1I)CCC2. RXN SMILES: [CH2:14]([Al+:15][CH2:16][CH:17]([CH3:18])[CH3:19])[CH:20]([CH3:21])[CH3:22].[CH3:23][c:24]1[cH:25][cH:26][cH:27][cH:28][cH:29]1.[CH3:31][CH2:32][O:33][CH2:34][CH3:35].[Cl:36][CH2:37][Cl:38].[ClH:30].[H-:13].[I:1][c:2]1[c:3]([C:11]#[N:12])[cH:4][c:5]2[c:9]([cH:10]1)[CH2:8][CH2:7][CH2:6]2>>[I:1][c:2]1[c:3]([CH:11]=[O:33])[cH:4][c:5]2[c:9]([cH:10]1)[CH2:8][CH2:7][CH2:6]2. Reactants: CCCCCCCCCC(=O)N[C@@H]1[C@H]([C@@H]([C@H](O[C@H]1OC2=C3C=C4C=C2OC5=C(C=C(C=C5)[C@H]([C@H]6C(=O)N[C@H](C7=CC(=CC(=C7C8=C(C=CC(=C8)[C@H](C(=O)N6)NC(=O)[C@@H]4NC(=O)[C@@H]9C1=CC(=CC(=C1)O)OC1=C(C=CC(=C1)[C@H](C(=O)N[C@H](CC1=CC(=C(O3)C=C1)Cl)C(=O)N9)N)O)O)O[C@@H]1[C@H]([C@H]([C@@H]([C@H](O1)CO)O)O)O)O)C(=O)O)O[C@H]1[C@@H]([C@H]([C@@H]([C@H](O1)CO)O)O)NC(=O)C)Cl)CO)O)O (teichomycin), A1, A2, A3, O (water). Run in Cl (hydrogen chloride), FC(C(C(F)(F)F)O)(F)F (1,1,1,3,3,3-hexafluoro-2-propanol), Cl (hydrogen chloride). Conditions: temperature 70 celsius. Yields the product CC(=O)N[C@H]1[C@H]([C@@H]([C@@H](O[C@H]1OC2=C3C=C4C=C2OC=5C=CC(=CC5Cl)[C@H]([C@H]6C(=O)N[C@@H](C=7C=C(C=C(C7C=8C=C(C=CC8O)[C@H](C(=O)N6)NC(=O)[C@@H]4NC(=O)[C@@H]9C1=CC(=CC(=C1)OC=1C=C(C=CC1O)[C@H](C(=O)N[C@H](CC=1C=CC(=C(C1)Cl)O3)C(=O)N9)N)O)O[C@@H]1[C@H]([C@@H]([C@@H]([C@H](O1)CO)O)O)O)O)C(=O)O)O[C@H]1[C@H]([C@H]([C@@H]([C@@H](O1)CO)O)O)NC(=O)C)CO)O)O (teicoplanin). RXN SMILES: CCCCCCCC[CH2:9][C:10]([NH:12][C@H:13]1[C@H:18]([O:19][C:20]2[C:25]3[O:26][C:27]4[CH:32]=[CH:31][C:30]([C@@H:33]([O:113][C@@H:114]5[O:119][C@H:118]([CH2:120][OH:121])[C@@H:117]([OH:122])[C@H:116]([OH:123])[C@H:115]5[NH:124][C:125]([CH3:127])=[O:126])[C@@H:34]5[NH:54][C:52](=[O:53])[C@H:51]([NH:55][C:56]([C@@H:58]6[NH:59][C:60]([C@H:62]7[NH:93][C:91](=[O:92])[C@@H:81]([CH2:82][C:83]8[CH:89]=[CH:88][C:86]([O:87][C:21]=2[CH:22]=[C:23]6[CH:24]=3)=[C:85]([Cl:90])[CH:84]=8)[NH:80][C:78](=[O:79])[C@H:77]([NH2:94])[C:75]2=[CH:76][C:71](=[C:72]([OH:95])[CH:73]=[CH:74]2)[O:70][C:65]2=[CH:66][C:67]([OH:69])=[CH:68][C:63]7=[CH:64]2)=[O:61])=[O:57])[C:49]2=[CH:50][C:45](=[C:46]([OH:96])[CH:47]=[CH:48]2)[C:44]2[C:39](=[CH:40][C:41]([OH:109])=[CH:42][C:43]=2[O:97][C@H:98]2[O:103][C@H:102]([CH2:104][OH:105])[C@@H:101]([OH:106])[C@H:100]([OH:107])[C@@H:99]2[OH:108])[C@H:38]([C:110]([OH:112])=[O:111])[NH:37][C:35]5=[O:36])=[CH:29][C:28]=4[Cl:128])[O:17][C@H:16]([CH2:129][OH:130])[C@@H:15]([OH:131])[C@@H:14]1[OH:132])=[O:11].O>Cl.FC(F)(F)C(O)C(F)(F)F>[CH3:9][C:10]([NH:12][C@@H:13]1[C@H:18]([O:19][C:20]2[C:25]3[O:26][C:27]4[CH:32]=[CH:31][C:30]([C@@H:33]([O:113][C@@H:114]5[O:119][C@@H:118]([CH2:120][OH:121])[C@@H:117]([OH:122])[C@H:116]([OH:123])[C@@H:115]5[NH:124][C:125]([CH3:127])=[O:126])[C@@H:34]5[NH:54][C:52](=[O:53])[C@H:51]([NH:55][C:56]([C@@H:58]6[NH:59][C:60]([C@H:62]7[NH:93][C:91](=[O:92])[C@@H:81]([CH2:82][C:83]8[CH:89]=[CH:88][C:86]([O:87][C:21]=2[CH:22]=[C:23]6[CH:24]=3)=[C:85]([Cl:90])[CH:84]=8)[NH:80][C:78](=[O:79])[C@H:77]([NH2:94])[C:75]2[CH:74]=[CH:73][C:72]([OH:95])=[C:71]([CH:76]=2)[O:70][C:65]2=[CH:64][C:63]7=[CH:68][C:67]([OH:69])=[CH:66]2)=[O:61])=[O:57])[C:49]2[CH:48]=[CH:47][C:46]([OH:96])=[C:45]([CH:50]=2)[C:44]2[C:43]([O:97][C@H:98]3[O:103][C@H:102]([CH2:104][OH:105])[C@@H:101]([OH:106])[C@@H:100]([OH:107])[C@@H:99]3[OH:108])=[CH:42][C:41]([OH:109])=[CH:40][C:39]=2[C@@H:38]([C:110]([OH:112])=[O:111])[NH:37][C:35]5=[O:36])=[CH:29][C:28]=4[Cl:128])[O:17][C@@H:16]([CH2:129][OH:130])[C@@H:15]([OH:131])[C@@H:14]1[OH:132])=[O:11]. Reported procedure: 10 g of teicoplanin complex (i.e. the antibiotic complex containing teichomycin factors A1, A2 and A3, as obtained by fermentation of strain ATCC 31121 according to U.S. Pat. No. 4,239,751; the water content determined by Karl-Fischer method is 10.5% by weight) is suspended in 100 ml of 0.5 N hydrogen chloride solution in 1,1,1,3,3,3-hexafluoro-2-propanol and the suspension is heated at 70° C. with stirring while continuously bubbling anhydrous hydrogen chloride for 20 hours. Then the reaction m... Reactants: C=1C=CC(=C(C1)C2=C3C=CC(=O)C=C3OC4=C2C=CC(=C4)O)C(=O)O (fluorescein), [OH-].[Na+] (sodium hydroxide). Reagents/catalysts: [Zn] (zinc). The product is C=1C=CC(=C(C1)C2C=3C=CC(=CC3OC4=C2C=CC(=C4)O)O)C(=O)O (fluorescin). Reaction SMILES: [CH:1]1[CH:2]=[CH:3][C:4]([C:23]([OH:25])=[O:24])=[C:5]([C:7]2[C:17]3[CH:18]=[CH:19][C:20]([OH:22])=[CH:21][C:16]=3[O:15][C:14]3[C:8]=2[CH:9]=[CH:10][C:11]([CH:13]=3)=[O:12])[CH:6]=1.[OH-].[Na+]>[Zn]>[CH:1]1[CH:2]=[CH:3][C:4]([C:23]([OH:25])=[O:24])=[C:5]([CH:7]2[C:17]3[CH:18]=[CH:19][C:20]([OH:22])=[CH:21][C:16]=3[O:15][C:14]3[CH:13]=[C:11]([OH:12])[CH:10]=[CH:9][C:8]2=3)[CH:6]=1 |f:1.2|. Procedure: According to another aspect of the invention, there is provided a method of producing an aqueous fluorescin solution, in which about 1 g of fluorescein is mixed with about 100 ml of a 10% sodium hydroxide aqueous solution and heated in the presence of about 10 g of zinc to produce a colorless fluorescin solution, wherein the improvement of the method includes heating the mixture of fluorescein and 10% sodium hydroxide aqueous solution with about 20 mesh zinc particles to about boiling in a non-r... The reactants are CN(C)C=O, Cn1cncc1C(O)(c1ccc(Cl)cc1)c1ccc2c(c1)C(c1cccc(Cl)c1)OCC(=O)N2, [H-], CI, [Na+]. Yields the product CN1C(=O)COC(c2cccc(Cl)c2)c2cc(C(O)(c3ccc(Cl)cc3)c3cncn3C)ccc21. Reaction SMILES: [CH3:39][N:40]([CH3:41])[CH:42]=[O:43].[Cl:3][c:4]1[cH:5][c:6]([CH:10]2[O:11][CH2:12][C:13](=[O:36])[NH:14][c:15]3[c:16]2[cH:17][c:18]([C:21]([c:22]2[cH:23][n:24][cH:25][n:26]2[CH3:27])([OH:28])[c:29]2[cH:30][cH:31][c:32]([Cl:35])[cH:33][cH:34]2)[cH:19][cH:20]3)[cH:7][cH:8][cH:9]1.[H-:2].[I:37][CH3:38].[Na+:1]>>[Cl:3][c:4]1[cH:5][c:6]([CH:10]2[O:11][CH2:12][C:13](=[O:36])[N:14]([CH3:38])[c:15]3[c:16]2[cH:17][c:18]([C:21]([c:22]2[cH:23][n:24][cH:25][n:26]2[CH3:27])([OH:28])[c:29]2[cH:30][cH:31][c:32]([Cl:35])[cH:33][cH:34]2)[cH:19][cH:20]3)[cH:7][cH:8][cH:9]1.